Task: describe an organic reaction: reactants, conditions, products, and yield. Dataset: the Open Reaction Database (ORD), a public repository of structured organic reaction records The reactants are C1(=CC=CC=C1)C (toluene), salt, O (water), C(C)(=O)O (Acetic acid). Reaction conditions: temperature 75 celsius, time 6 hour. Yields the product C(C)(=O)OCC=C(C=O)C (4-acetoxy-2-methyl-2-buten-1-al). Isolated yield 74.0%. As a reaction SMILES: [C:1]1([CH3:7])[CH:6]=[CH:5]C=C[CH:2]=1.[C:8]([OH:11])(=[O:10])[CH3:9].[OH2:12]>>[C:8]([O:11][CH2:5][CH:6]=[C:1]([CH3:7])[CH:2]=[O:12])(=[O:10])[CH3:9]. Procedure: 4-Acetoxy-2-methyl-1-chloro-2-butene (7.8 g) was added to a suspension of hexamethylenetetramine (6.7 g) in acetonitrile (47 ml), and the mixture was stirred at room temperature for 16 hours. The resulting crystals were separated by filtration to give crystals (12.5 g) of the quaternary ammonium salt. The salt (7.9 g) was dissolved in water (50 ml), and toluene (100 ml) was added. Acetic acid (1.5 g per addition) was added 30 minutes, 1 hour and 2 hours after the beginning of the reaction with s... Starting materials: Cl.ON (Hydroxyamine hydrochloride), C(C)O.C1CCOC1 (ethanol THF), O=C(C(CC1=CC=C(C=C1)OC(F)(F)F)NC(C1=CC=C(C=C1)OCCC(F)(F)F)=O)NCC(C)=O (N-{2-Oxo-2-[(2-oxo-propyl)amino]-1-[4-(trifluoromethoxy)benzyl]ethyl}-4-(3,3,3-trifluoropropoxy)benzamide). The solvent is CCCCCC (n-hexane). Run at time 6 hour. Yields the product ON=C(CNC(C(CC1=CC=C(C=C1)OC(F)(F)F)NC(C1=CC=C(C=C1)OCCC(F)(F)F)=O)=O)C (N-{2-{[2-(Hydroxyimino)propyl]amino}-2-oxo-1-[4-(trifluoromethoxy)benzyl]ethyl}-4-(3,3,3-trifluoropropoxy)benzamide). Yield: 47.7%. RXN SMILES: Cl.[OH:2][NH2:3].C(O)C.C1COCC1.[O:12]=[C:13]([NH:43][CH2:44][C:45](=O)[CH3:46])[CH:14]([NH:27][C:28](=[O:42])[C:29]1[CH:34]=[CH:33][C:32]([O:35][CH2:36][CH2:37][C:38]([F:41])([F:40])[F:39])=[CH:31][CH:30]=1)[CH2:15][C:16]1[CH:21]=[CH:20][C:19]([O:22][C:23]([F:26])([F:25])[F:24])=[CH:18][CH:17]=1>CCCCCC>[OH:2][N:3]=[C:45]([CH3:46])[CH2:44][NH:43][C:13](=[O:12])[CH:14]([NH:27][C:28](=[O:42])[C:29]1[CH:34]=[CH:33][C:32]([O:35][CH2:36][CH2:37][C:38]([F:39])([F:40])[F:41])=[CH:31][CH:30]=1)[CH2:15][C:16]1[CH:21]=[CH:20][C:19]([O:22][C:23]([F:26])([F:25])[F:24])=[CH:18][CH:17]=1 |f:0.1,2.3|. Procedure: Hydroxyamine hydrochloride (20 mg, 0.288 mmol) was added to a solution mixture of ethanol:THF (2:1, V/V, 7.5 mL) containing N-{2-oxo-2-[(2-oxo-propyl)amino]-1-[4-(trifluoromethoxy)benzyl]ethyl}-4-(3,3,3-trifluoropropoxy)benzamide (100 mg, 0.192 mmol) prepared in Example 76. The mixture was stirred at room temperature for 6 hours, and the solvent was evaporated. The residue was purified by thin layer chromatography for separation (ethyl acetate:n-hexane, 2:1, V/V, developed once) to give 49 mg of... The reactants are CCOC(=O)c1sc(N2CCOCC2)c(C#N)c1-c1ccc(Cl)cc1Cl, C1CCOC1, CO, [Na+], [OH-], O. Product: N#Cc1c(N2CCOCC2)sc(C(=O)O)c1-c1ccc(Cl)cc1Cl. Reaction SMILES: [C:1](#[N:2])[c:3]1[c:4](-[c:19]2[c:20]([Cl:26])[cH:21][c:22]([Cl:25])[cH:23][cH:24]2)[c:5]([C:14](=[O:15])[O:16][CH2:17][CH3:18])[s:6][c:7]1[N:8]1[CH2:9][CH2:10][O:11][CH2:12][CH2:13]1.[CH2:29]1[O:30][CH2:31][CH2:32][CH2:33]1.[CH3:34][OH:35].[Na+:28].[OH-:27].[OH2:36]>>[C:1](#[N:2])[c:3]1[c:4](-[c:19]2[c:20]([Cl:26])[cH:21][c:22]([Cl:25])[cH:23][cH:24]2)[c:5]([C:14](=[O:15])[OH:16])[s:6][c:7]1[N:8]1[CH2:9][CH2:10][O:11][CH2:12][CH2:13]1.